Task: describe an organic reaction: reactants, conditions, products, and yield. Dataset: the Open Reaction Database (ORD), a public repository of structured organic reaction records The reactants are O=c1ccccn1C(=S)n1ccccc1=O, COc1cc(N)ccc1-c1cc(C)no1, ClCCl. Product: COc1cc(N=C=S)ccc1-c1cc(C)no1. Reaction SMILES: [C:16](=[S:17])([n:18]1[cH:19][cH:20][cH:21][cH:22][c:23]1=[O:24])[n:25]1[cH:26][cH:27][cH:28][cH:29][c:30]1=[O:31].[CH3:1][O:2][c:3]1[cH:4][c:5]([NH2:6])[cH:7][cH:8][c:9]1-[c:10]1[cH:11][c:12]([CH3:15])[n:13][o:14]1.[Cl:32][CH2:33][Cl:34]>>[CH3:1][O:2][c:3]1[cH:4][c:5]([N:6]=[C:16]=[S:17])[cH:7][cH:8][c:9]1-[c:10]1[cH:11][c:12]([CH3:15])[n:13][o:14]1. Reactants: CCCBr (n-propyl bromide), C(C)C(C)(CC)OC1=C(C(=O)N)C(=CC=C1)Cl (2-[(1,1-diethylethyl)oxy]-6-chlorobenzamide), O (water). The reagents and catalysts are S([O-])(O)(=O)=O.C(CCC)[N+](CCCC)(CCCC)CCCC (tetrabutylammonium bisulfate). Solvent: C1(=CC=CC=C1)C (toluene), [OH-].[Na+] (sodium hydroxide), C1(=CC=CC=C1)C (toluene). Run at temperature 100 celsius. Yields the product C(CC)NC(C1=C(C=CC=C1Cl)OC(C)(CC)CC)=O (N-propyl 2-[(1,1-diethylethyl)oxy]-6-chlorobenzamide). The yield is 67.2%. RXN SMILES: [CH2:1]([C:3]([O:7][C:8]1[CH:16]=[CH:15][CH:14]=[C:13]([Cl:17])[C:9]=1[C:10]([NH2:12])=[O:11])([CH2:5][CH3:6])[CH3:4])[CH3:2].[CH3:18][CH2:19][CH2:20]Br.O>S(=O)(=O)(O)[O-].C([N+](CCCC)(CCCC)CCCC)CCC.[OH-].[Na+].C1(C)C=CC=CC=1>[CH2:18]([NH:12][C:10](=[O:11])[C:9]1[C:13]([Cl:17])=[CH:14][CH:15]=[CH:16][C:8]=1[O:7][C:3]([CH2:5][CH3:6])([CH2:1][CH3:2])[CH3:4])[CH2:19][CH3:20] |f:3.4,5.6|. Procedure details: A mixture of 2-[(1,1-diethylethyl)oxy]-6-chlorobenzamide (1.00 g, 3.9 mmol) and tetrabutylammonium bisulfate (0.13 g, 0.4 mmol) in 50% aqueous sodium hydroxide (25 mL) and toluene (15 mL) was heated to 100° C. and n-propyl bromide (0.43 mL, 4.7 mmol) in toluene (10 mL) was added over 30 min. The reaction was heated for 1 h, was cooled and poured into water. The mixture was extracted with ether and the organic layers were washed with brine, dried (MgSO4) and concentrated to a white solid. The cru... Starting materials: CCCN(C)c1cc(NC(=O)OC(C)(C)C)c(NC(=O)CC(=O)c2cccc(-n3ccnn3)c2)cc1C(F)(F)F, ClCCl, O=C(O)C(F)(F)F. Product: CCCN(C)c1cc2c(cc1C(F)(F)F)NC(=O)CC(c1cccc(-n3ccnn3)c1)=N2. As a reaction SMILES: [C:1]([O:2][C:3](=[O:4])[NH:7][c:8]1[c:9]([NH:23][C:24]([CH2:25][C:26](=[O:5])[c:27]2[cH:28][c:29](-[n:33]3[n:34][n:35][cH:36][cH:37]3)[cH:30][cH:31][cH:32]2)=[O:39])[cH:10][c:11]([C:19]([F:20])([F:21])[F:22])[c:12]([N:14]([CH2:15][CH2:16][CH3:17])[CH3:18])[cH:13]1)([CH3:6])([CH3:38])[CH3:40].[Cl:48][CH2:49][Cl:50].[F:41][C:42]([F:43])([F:44])[C:45]([OH:46])=[O:47]>>[N:7]1=[C:26]([c:27]2[cH:28][c:29](-[n:33]3[n:34][n:35][cH:36][cH:37]3)[cH:30][cH:31][cH:32]2)[CH2:25][C:24](=[O:39])[NH:23][c:9]2[c:8]1[cH:13][c:12]([N:14]([CH2:15][CH2:16][CH3:17])[CH3:18])[c:11]([C:19]([F:20])([F:21])[F:22])[cH:10]2. The reactants are COC(=O)C(=O)Cl, ClCCl, CCOC(=O)C1CCC(Oc2ccc(N)cc2)CC1, c1ccncc1. The product is CCOC(=O)C1CCC(Oc2ccc(NC(=O)C(=O)OC)cc2)CC1. RXN SMILES: [Cl:1][C:2]([C:3](=[O:4])[O:5][CH3:6])=[O:7].[Cl:33][CH2:34][Cl:35].[NH2:8][c:9]1[cH:10][cH:11][c:12]([O:13][CH:14]2[CH2:15][CH2:16][CH:17]([C:20](=[O:21])[O:22][CH2:23][CH3:24])[CH2:18][CH2:19]2)[cH:25][cH:26]1.[cH:27]1[cH:28][cH:29][n:30][cH:31][cH:32]1>>[C:2]([C:3](=[O:4])[O:5][CH3:6])(=[O:7])[NH:8][c:9]1[cH:10][cH:11][c:12]([O:13][CH:14]2[CH2:15][CH2:16][CH:17]([C:20](=[O:21])[O:22][CH2:23][CH3:24])[CH2:18][CH2:19]2)[cH:25][cH:26]1. Starting materials: ClC1=CC=C(S1)CN1C=CC=2C1=CN=C(C2)C(=O)O (1-(5-Chloro-thiophen-2-ylmethyl)-1H-pyrrolo[2,3-c]pyridine-5-carboxylic acid), Cl.NO (hydroxylamine hydrochloride), ClC1=CC=C(S1)CN1C=CC=2C1=CN=C(C2)C(=O)OCC (Ethyl 1-(5-chloro-thiophen-2-ylmethyl)-1H-pyrrolo[2,3-c]pyridine-5-carboxylate), ClC=1C(=C(CN2C=CC=3C2=CN=C(C3)C(=O)O)C(=CC1)F)F (1-(3-Chloro-2,6-difluorobenzyl)-1H-pyrrolo[2,3-c]pyridine-5-carboxylic acid), N1C=CC=2C1=CN=C(C2)C(=O)OCC (ethyl 1H-pyrrolo[2,3-c]pyridine-5-carboxylate), ClC=1SC(=CC1)CCl (2-chloro-5-(chloromethyl)-thiophene), ClC1=CC=C(S1)CN1C=CC=2C1=CN=C(C2)C(=O)OCC (ethyl 1-(5-chloro-thiophen-2-ylmethyl)-1H-pyrrolo[2,3-c]pyridine-5-carboxylate), ClC=1C(=C(CN2C=CC=3C2=CN=C(C3)C(=O)NO)C(=CC1)F)F (1-(3-Chloro-2,6-difluorobenzyl)-N-hydroxy-1H-pyrrolo[2,3-c]pyridine-5-carboxamide). Product: ClC1=CC=C(S1)CN1C=CC=2C1=CN=C(C2)C(=O)NO (1-(5-Chloro-thiophen-2-ylmethyl)-N-hydroxy-1H-pyrrolo[2,3-c]pyridine-5-carboxamide). Reaction SMILES: [Cl:1][C:2]1[S:6][C:5]([CH2:7][N:8]2[C:12]3=[CH:13][N:14]=[C:15]([C:17]([O:19]CC)=O)[CH:16]=[C:11]3[CH:10]=[CH:9]2)=[CH:4][CH:3]=1.N1C2=CN=C(C(OCC)=O)C=C2C=C1.ClC1SC(CCl)=CC=1.ClC1C(F)=C(C(F)=CC=1)CN1C2=CN=C(C(O)=O)C=C2C=C1.ClC1C(F)=C(C(F)=CC=1)CN1C2=CN=C(C([NH:82][OH:83])=O)C=C2C=C1.ClC1SC(CN2C3=CN=C(C(O)=O)C=C3C=C2)=CC=1.Cl.NO>>[Cl:1][C:2]1[S:6][C:5]([CH2:7][N:8]2[C:12]3=[CH:13][N:14]=[C:15]([C:17]([NH:82][OH:83])=[O:19])[CH:16]=[C:11]3[CH:10]=[CH:9]2)=[CH:4][CH:3]=1 |f:6.7|. Procedure details: Ethyl 1-(5-chloro-thiophen-2-ylmethyl)-1H-pyrrolo[2,3-c]pyridine-5-carboxylate. The title compound was prepared by alkylation of ethyl 1H-pyrrolo[2,3-c]pyridine-5-carboxylate with 2-chloro-5-(chloromethyl)-thiophene in a manner similar to step (a) of example 1. 1H NMR (CD3O D) δ: 8.89 (s, 1H), 8.48 (s, 1H), 7.72 (d, 1H, J=3.2 Hz), 6.99 (d, 1H, J=3.8 Hz)), 6.87 (d, 1H, J=4.8 Hz), 6.75(d, 1H, J=3.2 Hz), 5.73 (s, 2H), 4.46 (q, 2H, J=7.2 Hz), 1.46 (t, 3H, J=7.2 Hz). LCMS (API-ES, M+H+): 321.0. (b) 1...